This data is from the Open Reaction Database (ORD), a public repository of structured organic reaction records. The task is: describe an organic reaction: reactants, conditions, products, and yield Starting materials: BrC=1N(C2=CC(=CC=C2C1C1CCCCC1)C(=O)OC)CCC(=O)OCC (methyl 2-bromo-3-cyclohexyl-1-(2-ethoxycarbonylethyl)-1H-indole-6-carboxylate), C1(=CC=CC=C1)N (phenylamine), [Cl-].[NH4+] (ammonium chloride), [Cl-].[Li+] (lithium chloride), C([O-])([O-])=O.[Na+].[Na+] (sodium carbonate), tetrakis(triphenyl)phosphine. The reagents and catalysts are [Pd] (palladium). Run in COCCOC (1,2-dimethoxyethane), O (water), C(C)(=O)OCC (ethyl acetate). Run at temperature 90 celsius, time 3.5 hour. The product is NC1=C(C=CC(=C1)Cl)C=1N(C2=CC(=CC=C2C1C1CCCCC1)C(=O)OC)CCC(=O)OCC (methyl 2-(2-amino-4-chlorophenyl)-3-cyclohexyl-1-(2-ethoxycarbonylethyl)-1H-indole-6-carboxylate). Isolated yield 99.5%. Reaction SMILES: Br[C:2]1[N:3]([CH2:21][CH2:22][C:23]([O:25][CH2:26][CH3:27])=[O:24])[C:4]2[C:9]([C:10]=1[CH:11]1[CH2:16][CH2:15][CH2:14][CH2:13][CH2:12]1)=[CH:8][CH:7]=[C:6]([C:17]([O:19][CH3:20])=[O:18])[CH:5]=2.[C:28]1([NH2:34])[CH:33]=[CH:32][CH:31]=[CH:30][CH:29]=1.[Cl-:35].[Li+].C(=O)([O-])[O-].[Na+].[Na+].[Cl-].[NH4+]>COCCOC.O.[Pd].C(OCC)(=O)C>[NH2:34][C:28]1[CH:33]=[C:32]([Cl:35])[CH:31]=[CH:30][C:29]=1[C:2]1[N:3]([CH2:21][CH2:22][C:23]([O:25][CH2:26][CH3:27])=[O:24])[C:4]2[C:9]([C:10]=1[CH:11]1[CH2:12][CH2:13][CH2:14][CH2:15][CH2:16]1)=[CH:8][CH:7]=[C:6]([C:17]([O:19][CH3:20])=[O:18])[CH:5]=2 |f:2.3,4.5.6,7.8|. Procedure: To a suspension of methyl 2-bromo-3-cyclohexyl-1-(2-ethoxycarbonylethyl)-1H-indole-6-carboxylate (1.00 g, 2.29 mmol) and 2-dioxaborolan-2-yl)phenylamine (697 mg, 2.75 mmol) in 1,2-dimethoxyethane (12 ml) and water (6 ml) were added lithium chloride (291 mg, 6.87 mmol), sodium carbonate (729 mg, 6.87 mmol) and tetrakis(triphenyl)phosphine)palladium (265 mg, 0.229 mmol), and the mixture was stirred at 90° C. for 3.5 hr. The mixture was allowed to cool to room temperature and saturated aqueous ammo... Starting materials: O=C(O)C1CCCC1, Nc1ccncc1S(N)(=O)=O, O, O=P(Cl)(Cl)Cl. Yields the product Nc1ccncc1S(=O)(=O)NC(=O)C1CCCC1. Reaction SMILES: [CH:12]1([C:17](=[O:18])[OH:19])[CH2:13][CH2:14][CH2:15][CH2:16]1.[NH2:1][c:2]1[c:3]([S:8](=[O:9])(=[O:10])[NH2:11])[cH:4][n:5][cH:6][cH:7]1.[OH2:25].[P:20]([Cl:21])([Cl:22])([Cl:23])=[O:24]>>[NH2:1][c:2]1[c:3]([S:8](=[O:9])(=[O:10])[NH:11][C:17]([CH:12]2[CH2:13][CH2:14][CH2:15][CH2:16]2)=[O:18])[cH:4][n:5][cH:6][cH:7]1. Starting materials: COC(=O)C1=NC=2C(CC(NC2C=C1)C1=CC(=C(C=C1)F)Cl)(C=C)C (6-(3-chloro-4-fluoro-phenyl)-8-methyl-8-vinyl-5,6,7,8-tetrahydro-[1,5]naphthyridine-2-carboxylic acid methyl ester), [OH-].[Na+] (sodium hydroxide). Solvent: O1CCCC1 (tetrahydrofuran), CO (methanol), O (water). Run at time 16 hour. Product: ClC=1C=C(C=CC1F)C1NC=2C=CC(=NC2C(C1)(C=C)C)C(=O)O (6-(3-chloro-4-fluoro-phenyl)-8-methyl-8-vinyl-5,6,7,8-tetrahydro-[1,5]naphthyridine-2-carboxylic acid). Yield: 64.9%. As a reaction SMILES: C[O:2][C:3]([C:5]1[CH:14]=[CH:13][C:12]2[NH:11][CH:10]([C:15]3[CH:20]=[CH:19][C:18]([F:21])=[C:17]([Cl:22])[CH:16]=3)[CH2:9][C:8]([CH3:25])([CH:23]=[CH2:24])[C:7]=2[N:6]=1)=[O:4].[OH-].[Na+]>O1CCCC1.CO.O>[Cl:22][C:17]1[CH:16]=[C:15]([CH:10]2[CH2:9][C:8]([CH3:25])([CH:23]=[CH2:24])[C:7]3[N:6]=[C:5]([C:3]([OH:4])=[O:2])[CH:14]=[CH:13][C:12]=3[NH:11]2)[CH:20]=[CH:19][C:18]=1[F:21] |f:1.2|. Procedure: To a solution of 6-(3-chloro-4-fluoro-phenyl)-8-methyl-8-vinyl-5,6,7,8-tetrahydro-[1,5]naphthyridine-2-carboxylic acid methyl ester (300 mg, 0.8 mmol) in tetrahydrofuran (2 mL) and methanol (2 mL) was added 3 N sodium hydroxide (1 mL). The reaction mixture was stirred at room temperature for 16 hours, and then diluted with water (10 mL), extracted with diethyl ether (20 mL). The organic layer was discarded. The aqueous layer was acidified with concentrated hydrochloric acid to pH 4 and extracted... The product is CC(C)(C)OC(=O)N1CCC(c2ccccc2)C(C(=O)O)C1. As a reaction SMILES: [CH3:31][OH:32].[Na+:25].[O:26]1[CH2:27][CH2:28][CH2:29][CH2:30]1.[OH-:24].[c:1]1([CH:7]2[CH:8]([C:20](=[O:21])[O:22][CH3:23])[CH2:9][N:10]([C:13](=[O:14])[O:15][C:16]([CH3:17])([CH3:18])[CH3:19])[CH2:11][CH2:12]2)[cH:2][cH:3][cH:4][cH:5][cH:6]1>>[c:1]1([CH:7]2[CH:8]([C:20](=[O:21])[OH:22])[CH2:9][N:10]([C:13](=[O:14])[O:15][C:16]([CH3:17])([CH3:18])[CH3:19])[CH2:11][CH2:12]2)[cH:2][cH:3][cH:4][cH:5][cH:6]1. The reactants are CO, [Na+], C1CCOC1, [OH-], COC(=O)C1CN(C(=O)OC(C)(C)C)CCC1c1ccccc1. The reactants are BrC1=C2/C(/C(NC2=CC=C1[N+](=O)[O-])=O)=C/C=1NC=CC1OC ((Z)-4-bromo-1,3-dihydro-3-[(3-methoxy-1H-pyrrol-2-yl)methylene]-5-nitro-2H-indol-2-one), BrC1=C2/C(/C(NC2=CC=C1[N+](=O)[O-])=O)=C/C=1NC=CC1OC ((Z)-4-bromo-1,3-dihydro-3-[(3-methoxy-1H-pyrrol-2-yl)methylene]-5-nitro-2H-indol-2-one), N1C=CC2=CC(=CC=C12)B(O)O (5-Indoleboronic Acid), C([O-])([O-])=O.[Na+].[Na+] (sodium carbonate). The solvent is CN(C)C=O (DMF), O (water). Reaction conditions: temperature 90 celsius. Product: N1C=CC2=CC(=CC=C12)C1=C2/C(/C(NC2=CC=C1[N+](=O)[O-])=O)=C/C=1NC=CC1OC ((Z)-1,3-dihydro-4-(5-indolyl)-3-[(3-methoxy-1H-pyrrol-2-yl)methylene]-5-nitro-2H-indol-2-one). RXN SMILES: Br[C:2]1[C:10]([N+:11]([O-:13])=[O:12])=[CH:9][CH:8]=[C:7]2[C:3]=1/[C:4](=[CH:15]/[C:16]1[NH:17][CH:18]=[CH:19][C:20]=1[O:21][CH3:22])/[C:5](=[O:14])[NH:6]2.[NH:23]1[C:31]2[C:26](=[CH:27][C:28](B(O)O)=[CH:29][CH:30]=2)[CH:25]=[CH:24]1.C(=O)([O-])[O-].[Na+].[Na+]>CN(C=O)C.O>[NH:23]1[C:31]2[C:26](=[CH:27][C:28]([C:2]3[C:10]([N+:11]([O-:13])=[O:12])=[CH:9][CH:8]=[C:7]4[C:3]=3/[C:4](=[CH:15]/[C:16]3[NH:17][CH:18]=[CH:19][C:20]=3[O:21][CH3:22])/[C:5](=[O:14])[NH:6]4)=[CH:29][CH:30]=2)[CH:25]=[CH:24]1 |f:2.3.4|. Procedure details: A solution of (Z)-4-bromo-1,3-dihydro-3-[(3-methoxy-1H-pyrrol-2-yl)methylene]-5-nitro-2H-indol-2-one (112 mg, 0.31 mmol) (Starting Material 6), 5-indoleboronic acid (71 mg, 0.44 mmol) (from Example 40, Step A, supra) and sodium carbonate (110 mg, 1.03 mmol) were dissolved in 10 mL DMF and 5 mL water. The solution was degassed for 30 minutes by bubbling argon through the solution. At this time, dichlorobis(triphenylphosphine) palladium(II) (11 mg) (Aldrich) was added, and the reaction was heated,... Starting materials: C(C)(C)(C)C1=NN(C(=C1)N)C1=CC=C(C=C1)C (3-tert-butyl-1-p-tolyl-1H-pyrazol-5-amine), C(=O)([O-])[O-].[K+].[K+] (K2CO3), ClC(=O)OC1=CC=CC=C1 (phenyl chloroformate). Run in C1CCOC1 (THF). Conditions: time 8 hour. The product is C(C)(C)(C)C1=NN(C(=C1)NC(OC1=CC=CC=C1)=O)C1=CC=C(C=C1)C (phenyl 3-tert-butyl-1-p-tolyl-1H-pyrazol-5-ylcarbamate). The yield is 74.0%. As a reaction SMILES: [C:1]([C:5]1[CH:9]=[C:8]([NH2:10])[N:7]([C:11]2[CH:16]=[CH:15][C:14]([CH3:17])=[CH:13][CH:12]=2)[N:6]=1)([CH3:4])([CH3:3])[CH3:2].C([O-])([O-])=O.[K+].[K+].Cl[C:25]([O:27][C:28]1[CH:33]=[CH:32][CH:31]=[CH:30][CH:29]=1)=[O:26]>C1COCC1>[C:1]([C:5]1[CH:9]=[C:8]([NH:10][C:25](=[O:26])[O:27][C:28]2[CH:33]=[CH:32][CH:31]=[CH:30][CH:29]=2)[N:7]([C:11]2[CH:12]=[CH:13][C:14]([CH3:17])=[CH:15][CH:16]=2)[N:6]=1)([CH3:4])([CH3:3])[CH3:2] |f:1.2.3|. Procedure: To a suspension of 3-tert-butyl-1-p-tolyl-1H-pyrazol-5-amine (4.53 g, 19.8 mmol) and K2CO3 (4.146 g, 30 mmol) in THF (30 mL) was added phenyl chloroformate (4.071 g, 26 mmol). It was stirred at room temperature overnight. The reaction was quenched by adding water and extracted with DCM. Extracts were dried over MgSO4 and concentrated. The crude product was purified on a silica gel column using a mixture of EtOAc-hexane as eluent to give phenyl 3-tert-butyl-1-p-tolyl-1H-pyrazol-5-ylcarbamate as s... Reactants: C1CCOC1, CO, Cl, COC(=O)CNC(=O)c1c[nH]c(-c2cc(Oc3cc(C(=O)Nc4cc(C)ccc4F)ccc3F)ccn2)c1, [Na+], [OH-], O. Yields the product Cc1ccc(F)c(NC(=O)c2ccc(F)c(Oc3ccnc(-c4cc(C(=O)NCC(=O)O)c[nH]4)c3)c2)c1. RXN SMILES: [CH2:39]1[O:40][CH2:41][CH2:42][CH2:43]1.[CH3:44][OH:45].[ClH:48].[F:1][c:2]1[c:3]([O:4][c:5]2[cH:6][c:7](-[c:11]3[cH:12][c:13]([C:16](=[O:17])[NH:18][CH2:19][C:20](=[O:21])[O:22][CH3:23])[cH:14][nH:15]3)[n:8][cH:9][cH:10]2)[cH:24][c:25]([C:28](=[O:29])[NH:30][c:31]2[c:32]([F:38])[cH:33][cH:34][c:35]([CH3:37])[cH:36]2)[cH:26][cH:27]1.[Na+:47].[OH-:46].[OH2:49]>>[F:1][c:2]1[c:3]([O:4][c:5]2[cH:6][c:7](-[c:11]3[cH:12][c:13]([C:16](=[O:17])[NH:18][CH2:19][C:20](=[O:21])[OH:22])[cH:14][nH:15]3)[n:8][cH:9][cH:10]2)[cH:24][c:25]([C:28](=[O:29])[NH:30][c:31]2[c:32]([F:38])[cH:33][cH:34][c:35]([CH3:37])[cH:36]2)[cH:26][cH:27]1. The reactants are C1(=CC=CC=C1)[C@@H]1NC(N[C@@H]1C1=CC=CC=C1)=S (cis-4,5-Diphenylimidazolidine-2-thione), ClC1=C(CCl)C=CC(=C1)Cl (2,4-dichlorobenzyl chloride). The solvent is CCO (EtOH). The product is Cl.ClC1=C(CSC=2N[C@@H]([C@@H](N2)C2=CC=CC=C2)C2=CC=CC=C2)C=CC(=C1)Cl (2-[(2,4-Dichlorobenzyl)thio]-cis-4,5-diphenyl-4,5-dihydro-1H-imidazole hydrochloride). The yield is 81.3%. RXN SMILES: [C:1]1([C@H:7]2[C@@H:11]([C:12]3[CH:17]=[CH:16][CH:15]=[CH:14][CH:13]=3)[NH:10][C:9](=[S:18])[NH:8]2)[CH:6]=[CH:5][CH:4]=[CH:3][CH:2]=1.[Cl:19][C:20]1[CH:27]=[C:26]([Cl:28])[CH:25]=[CH:24][C:21]=1[CH2:22]Cl>CCO>[ClH:19].[Cl:19][C:20]1[CH:27]=[C:26]([Cl:28])[CH:25]=[CH:24][C:21]=1[CH2:22][S:18][C:9]1[NH:8][C@H:7]([C:1]2[CH:2]=[CH:3][CH:4]=[CH:5][CH:6]=2)[C@H:11]([C:12]2[CH:13]=[CH:14][CH:15]=[CH:16][CH:17]=2)[N:10]=1 |f:3.4|. Reported procedure: A mixture of intermediate 25 (200 mg, 0.786 mmol) and 2,4-dichlorobenzyl chloride (0.218 mL, 1.57 mmol) in abs. EtOH (2 mL) is heated at 95° C. for 24 h. The reaction mixture is cooled to RT, evaporated to dryness, and the residue suspended in Et2O. The insoluble material is filtered to give 287 mg of the product 199. 1H NMR (DMSO-d6) δ 11.38 (s, 2 H), 7.95-7.75 (m, 2 H), 7.65-7.50 (m, 1 H), 7.20-7.00 (m, 6 H), 7.00-6.80 (m, 4 H), 5.83 (s, 2 H), 4.90 (s, 2 H); MS: m/z 413 (M++1).